describe an organic reaction: reactants, conditions, products, and yield From a dataset of the Open Reaction Database (ORD), a public repository of structured organic reaction records. The reactants are O=C([O-])O, CCOC(CC)(OCC)OCC, C1CCOC1, [K+], O, CC1CC2C3CCC4=CC(=O)C=CC4(C)C3=CCC2(C)C1(O)C(=O)CO, O=S(=O)(O)O. The product is CCC(=O)OC1(C(=O)CO)C(C)CC2C3CCC4=CC(=O)C=CC4(C)C3=CCC21C. As a reaction SMILES: [C:44](=[O:45])([OH:46])[O-:47].[CH2:27]([O:29][C:30]([O:28][CH2:33][CH3:34])([CH2:31][CH3:32])[O:35][CH2:36][CH3:37])[CH3:38].[CH2:49]1[O:50][CH2:51][CH2:52][CH2:53]1.[K+:48].[OH2:54].[OH:1][C:2]1([C:3]([CH2:4][OH:5])=[O:6])[CH:7]([CH3:26])[CH2:8][CH:9]2[CH:10]3[CH2:11][CH2:12][C:13]4=[CH:14][C:15](=[O:25])[CH:16]=[CH:17][C:18]4([CH3:19])[C:20]3=[CH:21][CH2:22][C:23]12[CH3:24].[S:39](=[O:40])(=[O:41])([OH:42])[OH:43]>>[O:1]([C:2]1([C:3]([CH2:4][OH:5])=[O:6])[CH:7]([CH3:26])[CH2:8][CH:9]2[CH:10]3[CH2:11][CH2:12][C:13]4=[CH:14][C:15](=[O:25])[CH:16]=[CH:17][C:18]4([CH3:19])[C:20]3=[CH:21][CH2:22][C:23]12[CH3:24])[C:30](=[O:29])[CH2:31][CH3:32]. The reactants are [N+](=O)([O-])C1=CC=C(C(=O)NN)C=C1 (4-Nitro-benzoic acid hydrazide), C(C)(OC)(OC)OC (trimethyl orthoacetate). Product: CC=1OC(=NN1)C1=CC=C(C=C1)[N+](=O)[O-] (2-methyl-5-(4-nitro-phenyl)-[1,3,4]oxadiazole). Reaction SMILES: [N+:1]([C:4]1[CH:13]=[CH:12][C:7]([C:8]([NH:10][NH2:11])=[O:9])=[CH:6][CH:5]=1)([O-:3])=[O:2].[C:14](OC)(OC)(OC)[CH3:15]>>[CH3:14][C:15]1[O:9][C:8]([C:7]2[CH:12]=[CH:13][C:4]([N+:1]([O-:3])=[O:2])=[CH:5][CH:6]=2)=[N:10][N:11]=1. Reported procedure: 4-Nitro-benzoic acid hydrazide (1.0 g, 5.6 mmol) was heated to reflux in trimethyl orthoacetate for 4 days. After cooling to RT, the mixture was triturated with hexanes and the title compound collected by filtration (0.93 g). MS (ESI+) for m/z 206 (M+H)+. Starting materials: C(C)(C)(C)OCC(COS(=O)(=O)C1=CC=C(C=C1)C)O (3-t-butoxy-1-toluene-p-sulphonyloxypropan-2-ol), [OH-].[Na+] (sodium hydroxide), C(#N)C1=C(C=CC=C1)O (o-Cyanophenol), [Na] (sodium). Solvent: COCCO (2-methoxyethanol), O (water), COCCO (2-methoxyethanol). Run at time 5 minute. The product is C(#N)C1=C(OCC(COC(C)(C)C)O)C=CC=C1 (1-o-cyanophenoxy-3-t-butoxypropan-2-ol). Reaction SMILES: [C:1]([C:3]1[CH:8]=[CH:7][CH:6]=[CH:5][C:4]=1[OH:9])#[N:2].[Na].[C:11]([O:15][CH2:16][CH:17]([OH:30])[CH2:18]OS(C1C=CC(C)=CC=1)(=O)=O)([CH3:14])([CH3:13])[CH3:12].[OH-].[Na+]>COCCO.O>[C:1]([C:3]1[CH:8]=[CH:7][CH:6]=[CH:5][C:4]=1[O:9][CH2:18][CH:17]([OH:30])[CH2:16][O:15][C:11]([CH3:14])([CH3:13])[CH3:12])#[N:2] |f:3.4,^1:9|. Reported procedure: o-Cyanophenol (5.95 g.) is added to a solution of sodium (1.15 g.) in 2-methoxyethanol (20 ml.), the mixture is stirred for 5 minutes, and a solution of 3-t-butoxy-1-toluene-p-sulphonyloxypropan-2-ol (15.1 g.) in 2-methoxyethanol (30 ml.) is added. The mixture is heated under reflux for 90 minutes, cooled and poured into a mixture of ice and water (150 ml.), and the mixture is basified with aqueous 2 N-sodium hydroxide solution and extracted twice with chloroform (100 ml. each time). The combine... Reactants: C(C)N(O)CC (N,N-diethylhydroxylamine), C(=O)([O-])[O-].[K+].[K+] (K2CO3), ClC=1C=CC(=NC1)NC(C1=C(C(=CC(=C1)Cl)OC)NC(=O)C=1SC=C(C1Cl)CCl)=O (N-(5-chloropyridin-2-yl)-2-[((4-(chloromethyl)-3-chlorothiophen-2-yl)carbonyl)amino]-3-methoxy-5-chlorobenzamide), CS(=O)C (DMSO). Run in O (water). Reaction conditions: temperature 40 celsius, time 2 day. Product: ClC=1C=CC(=NC1)NC(C1=C(C(=CC(=C1)Cl)OC)NC(=O)C=1SC=C(C1Cl)CON(CC)CC)=O (N-(5-chloropyridin-2-yl)-2-[((4-(((diethylamino)oxy)methyl)-3-chlorothiophen-2-yl)carbonyl)amino]-3-methoxy-5-chlorobenzamide). RXN SMILES: [CH2:1]([N:3]([CH2:5][CH3:6])[OH:4])[CH3:2].[Cl:7][C:8]1[CH:9]=[CH:10][C:11]([NH:14][C:15](=[O:36])[C:16]2[CH:21]=[C:20]([Cl:22])[CH:19]=[C:18]([O:23][CH3:24])[C:17]=2[NH:25][C:26]([C:28]2[S:29][CH:30]=[C:31]([CH2:34]Cl)[C:32]=2[Cl:33])=[O:27])=[N:12][CH:13]=1.CS(C)=O.C([O-])([O-])=O.[K+].[K+]>O>[Cl:7][C:8]1[CH:9]=[CH:10][C:11]([NH:14][C:15](=[O:36])[C:16]2[CH:21]=[C:20]([Cl:22])[CH:19]=[C:18]([O:23][CH3:24])[C:17]=2[NH:25][C:26]([C:28]2[S:29][CH:30]=[C:31]([CH2:34][O:4][N:3]([CH2:5][CH3:6])[CH2:1][CH3:2])[C:32]=2[Cl:33])=[O:27])=[N:12][CH:13]=1 |f:3.4.5|. Procedure: In a manner similar to that described in Paragraph J above, to a solution of N,N-diethylhydroxylamine (0.45 g, 5.0 mmol), N-(5-chloropyridin-2-yl)-2-[((4-(chloromethyl)-3-chlorothiophen-2-yl)carbonyl)amino]-3-methoxy-5-chlorobenzamide (0.51 g, 1.0 mmol), and DMSO (10 mL) was added K2CO3 (0.68 g, 4.9 mmol). The mixture was stirred at 40° C. for 2 days, then it was poured into water. The resulting mixture was extracted with CH2Cl2 (2×50 mL). The organic layer was washed with 1% K2CO3, brine, treat... The reactants are C(C)N(CC)S(F)(F)F (diethylaminosulfur trifluoride), BrC=1C=CC2=C(C(=NC(C(N2)=O)O)C2=CC=CC=C2)C1 (7-bromo-1,3-dihydro-3-hydroxy-5-phenyl-2H-1,4-benzodiazepin-2-one), ice water. Run in C(Cl)Cl (methylene chloride). Reaction conditions: time 20 minute. The product is FC1C(NC2=C(C(=N1)C1=CC=CC=C1)C=C(C=C2)Br)=O (3-fluoro-7-bromo-1,3-dihydro- 5-phenyl-2H-1,4-benzodiazepin-2-one). Yield: 88.0%. RXN SMILES: [Br:1][C:2]1[CH:3]=[CH:4][C:5]2[NH:11][C:10](=[O:12])[CH:9](O)[N:8]=[C:7]([C:14]3[CH:19]=[CH:18][CH:17]=[CH:16][CH:15]=3)[C:6]=2[CH:20]=1.C(N(S(F)(F)[F:27])CC)C>C(Cl)Cl>[F:27][CH:9]1[N:8]=[C:7]([C:14]2[CH:19]=[CH:18][CH:17]=[CH:16][CH:15]=2)[C:6]2[CH:20]=[C:2]([Br:1])[CH:3]=[CH:4][C:5]=2[NH:11][C:10]1=[O:12]. Procedure: A well stirred suspension of 6.0 g (0.018 mole) of 7-bromo-1,3-dihydro-3-hydroxy-5-phenyl-2H-1,4-benzodiazepin-2-one in 250 ml methylene chloride was cooled to -70°, and 7.5 ml (0.06 mole) of diethylaminosulfur trifluoride was added dropwise. The reaction mixture was allowed to warm slowly to -10° over a period of 30 min., and held at -10° for 20 min., until most of the solid had dissolved. The reaction mixture was poured into 500 ml of ice water and stirred until the yellow color faded. The org... Reactants: compound ( F ), ClC1=CC=C(CO)C=C1 (p-chlorobenzyl alcohol), C([O-])([O-])=O.[K+].[K+] (potassium carbonate). The solvent is CN(C)C=O (DMF). Yields the product C1=CC=CC=2C(C3=CC=CC=C3C(C12)=O)=O (anthraquinone). Reaction SMILES: Cl[C:2]1[CH:9]=[CH:8][C:5]([CH2:6][OH:7])=[CH:4][CH:3]=1.[C:10](=[O:13])([O-])[O-].[K+].[K+]>CN(C=O)C>[CH:3]1[C:4]2[C:10](=[O:13])[C:9]3[C:2](=[CH:3][CH:4]=[CH:5][CH:8]=3)[C:6](=[O:7])[C:5]=2[CH:8]=[CH:9][CH:2]=1 |f:1.2.3|. Reported procedure: Subsequently, in 70 ml of DMF, 3.5 g of the compound (F), 2.4 g of p-chlorobenzyl alcohol and 12 g of potassium carbonate were stirred at 120° C. for 5 hours. After filtration, DMF was removed under reduced pressure, and purification was carried out by column chromatography to yield 2.5 g of the target anthraquinone dye No. 8. Reactants: ClCC(OCCCC)OCCCC (1-chloro-2,2-dibutoxyethane), CC(C)(CC)O (2-methyl-2-butanol), polyethylene glycol 1000 dimethyl ether, [OH-].[K+] (potassium hydroxide). Run in COC(C)(C)C (tert.-butyl methyl ether). Conditions: time 6 hour. Product: C(CCC)OC(=C)OCCCC (1,1-dibutoxyethene). As a reaction SMILES: Cl[CH2:2][CH:3]([O:9][CH2:10][CH2:11][CH2:12][CH3:13])[O:4][CH2:5][CH2:6][CH2:7][CH3:8].CC(O)(CC)C.[OH-].[K+]>COC(C)(C)C>[CH2:10]([O:9][C:3]([O:4][CH2:5][CH2:6][CH2:7][CH3:8])=[CH2:2])[CH2:11][CH2:12][CH3:13] |f:2.3|. Procedure details: 209 g (1 mol) of 1-chloro-2,2-dibutoxyethane, 300 ml of tert.-butyl methyl ether, 13.2 g (0.13 mol) of 2-methyl-2-butanol, 8 g of polyethylene glycol 1000 dimethyl ether and 200 g (3 mol) of technical grade potassium hydroxide were heated under reflux while stirring for six hours. The reaction mixture was worked up as described above. The conversion was 77.1% of theoretical, the yield of pure material was 60.8% of theoretical (b.p. 87°-88° C., 1.5 kPa). Reactants: ester, CON=C(C(=O)NC1=CC=C(C(=O)OCC=C)C=C1)C1=CC=2C(CCC(C2C=C1)(C)C)(C)C (allyl 4-[α-methoxyimino-(5,6,7,8-tetrahydro-5,5,8,8-tetramethyl-2-naphthyl)acetamido]benzoate), N1CCOCC1 (morpholine). Reagents/catalysts: C1=CC=C(C=C1)P(C2=CC=CC=C2)C3=CC=CC=C3.C1=CC=C(C=C1)P(C2=CC=CC=C2)C3=CC=CC=C3.C1=CC=C(C=C1)P(C2=CC=CC=C2)C3=CC=CC=C3.C1=CC=C(C=C1)P(C2=CC=CC=C2)C3=CC=CC=C3.[Pd] (tetrakis(triphenylphosphine)-palladium(O)). Run at time 2 hour. Product: CON=C(C(=O)NC1=CC=C(C(=O)O)C=C1)C1=CC=2C(CCC(C2C=C1)(C)C)(C)C (4-[α-methoxyimino-(5,6,7,8-tetrahydro-5,5,8,8-tetramethyl-2-naphthyl)acetamido]benzoic acid). RXN SMILES: [CH3:1][O:2][N:3]=[C:4]([C:20]1[CH:29]=[CH:28][C:27]2[C:26]([CH3:31])([CH3:30])[CH2:25][CH2:24][C:23]([CH3:33])([CH3:32])[C:22]=2[CH:21]=1)[C:5]([NH:7][C:8]1[CH:19]=[CH:18][C:11]([C:12]([O:14]CC=C)=[O:13])=[CH:10][CH:9]=1)=[O:6].N1CCOCC1>C1C=CC(P(C2C=CC=CC=2)C2C=CC=CC=2)=CC=1.C1C=CC(P(C2C=CC=CC=2)C2C=CC=CC=2)=CC=1.C1C=CC(P(C2C=CC=CC=2)C2C=CC=CC=2)=CC=1.C1C=CC(P(C2C=CC=CC=2)C2C=CC=CC=2)=CC=1.[Pd]>[CH3:1][O:2][N:3]=[C:4]([C:20]1[CH:29]=[CH:28][C:27]2[C:26]([CH3:31])([CH3:30])[CH2:25][CH2:24][C:23]([CH3:33])([CH3:32])[C:22]=2[CH:21]=1)[C:5]([NH:7][C:8]1[CH:9]=[CH:10][C:11]([C:12]([OH:14])=[O:13])=[CH:18][CH:19]=1)=[O:6] |f:2.3.4.5.6|. Procedure details: 1.4 g (3.1 mmol) of the ester prepared in (a), 190 mg (0.16 mmol) of tetrakis(triphenylphosphine)-palladium(O) and 50 ml of TEF were introduced into a three-necked flask under a nitrogen stream. 2.7 ml (31 mmol) of morpholine were then added dropwise and the mixture was stirred at room temperature for 2 hours. The reaction medium was evaporated to dryness, taken up in water, acidified to pH 1, and extracted with ethyl ether, the organic phase was decanted off, washed with water, dried over magne... Starting materials: OCC(C)(C)NC(CO)(CC)C ((1-hydroxy-2-methyl-2-propyl)(1-hydroxy-2-methyl-2-butyl)amine), CS(=O)(=O)O (methanesulfonic acid). The solvent is C(C(C)[*:2])[*:1] (polypropylene). Product: CC1(NC(COC1)(C)C)CC (3,5,5-trimethyl-3-ethyl-morpholine). Isolated yield 50.0%. RXN SMILES: O[CH2:2][C:3]([NH:6][C:7]([CH3:12])([CH2:10][CH3:11])[CH2:8][OH:9])([CH3:5])[CH3:4].CS(O)(=O)=O>>[CH3:12][C:7]1([CH2:10][CH3:11])[CH2:8][O:9][CH2:2][C:3]([CH3:5])([CH3:4])[NH:6]1. Reported procedure: In a manner analogous to that described in example 5A hereinabove, starting with (1-hydroxy-2-methyl-2-propyl)(1-hydroxy-2-methyl-2-butyl)amine and reacting with methanesulfonic acid, then working up the reaction mixture, a colorless oil having a bp 71°-3° C./20 mm, is obtained in about 50% yield. Less than 5% by weight of the oil is found to provide excellent u-v light stability in polypropylene. Reactants: COC=1C=C2C(=NC=NC2=CC1)C#CC1(CCC2(OCCO2)CC1)O (8-(6-methoxy-quinazolin-4-ylethynyl)-1,4-dioxa-spiro[4.5]decan-8-ol), CCO (EtOH). Yields the product COC=1C=C2C(=NC=NC2=CC1)CCC1OC2(OC1)CCC(CC2)O ([2-(6-Methoxy-quinazolin-4-yl)-ethyl]-1,4-dioxaspiro-[4.5]decan-8-ol). Run in C1CCOC1 (THF). The reagents and catalysts are [Pt]=O (Platinum oxide). As a reaction SMILES: [CH3:1][O:2][C:3]1[CH:4]=[C:5]2[C:10](=[CH:11][CH:12]=1)[N:9]=[CH:8][N:7]=[C:6]2[C:13]#[C:14][C:15]1([OH:25])[CH2:24]CC2(OCCO2)CC1.[CH3:26][CH2:27][OH:28]>C1COCC1.[Pt]=O>[CH3:1][O:2][C:3]1[CH:4]=[C:5]2[C:10](=[CH:11][CH:12]=1)[N:9]=[CH:8][N:7]=[C:6]2[CH2:13][CH2:14][CH:15]1[CH2:24][O:28][C:27]2([CH2:11][CH2:12][CH:3]([OH:2])[CH2:4][CH2:26]2)[O:25]1. Reported procedure: Platinum oxide (0.46 g) was added to a solution of 8-(6-methoxy-quinazolin-4-ylethynyl)-1,4-dioxa-spiro[4.5]decan-8-ol (0.96 g, 2.88 mmol) in EtOH (40 ml) and THF (10 ml), and hydrogenation was carried out under a hydrogen atmosphere (1 bar). The reaction mixture was stirred in the presence of activated carbon (5 g) and filtered. The filtrate was concentrated to dryness by rotary evaporation. The residue was purified by column chromatography on silica gel (EtOAc and then EtOAc:MeOH 9/1).